From a dataset of the Open Reaction Database (ORD), a public repository of structured organic reaction records. describe an organic reaction: reactants, conditions, products, and yield Reactants: COC(=O)c1cnccc1NC(=O)OC(C)(C)C, Cl, [Na+], C1COCCO1, [OH-]. Yields the product CC(C)(C)OC(=O)Nc1ccncc1C(=O)O. Reaction SMILES: [CH3:1][O:2][C:3]([c:4]1[cH:5][n:6][cH:7][cH:8][c:9]1[NH:10][C:11](=[O:12])[O:13][C:14]([CH3:15])([CH3:16])[CH3:17])=[O:18].[ClH:21].[Na+:20].[O:22]1[CH2:23][CH2:24][O:25][CH2:26][CH2:27]1.[OH-:19]>>[O:2]=[C:3]([c:4]1[cH:5][n:6][cH:7][cH:8][c:9]1[NH:10][C:11](=[O:12])[O:13][C:14]([CH3:15])([CH3:16])[CH3:17])[OH:18].